This data is from the Open Reaction Database (ORD), a public repository of structured organic reaction records. The task is: describe an organic reaction: reactants, conditions, products, and yield Starting materials: O=C([O-])[O-], CI, CS(C)=O, [K+], [K+], O, CS(=O)(=O)Nc1cc(O)ccc1-c1cn2ccccc2n1. Product: CN(c1cc(O)ccc1-c1cn2ccccc2n1)S(C)(=O)=O. As a reaction SMILES: [C:22](=[O:23])([O-:24])[O-:25].[CH3:28][I:29].[CH3:31][S:32]([CH3:33])=[O:34].[K+:26].[K+:27].[OH2:30].[OH:1][c:2]1[cH:3][c:4]([NH:17][S:18](=[O:19])(=[O:20])[CH3:21])[c:5](-[c:8]2[n:9][c:10]3[n:11]([cH:12][cH:13][cH:14][cH:15]3)[cH:16]2)[cH:6][cH:7]1>>[OH:1][c:2]1[cH:3][c:4]([N:17]([S:18](=[O:19])(=[O:20])[CH3:21])[CH3:22])[c:5](-[c:8]2[n:9][c:10]3[n:11]([cH:12][cH:13][cH:14][cH:15]3)[cH:16]2)[cH:6][cH:7]1. Reaction SMILES: [NH2:1][c:2]1[cH:3][c:4]2[c:5]([cH:29][cH:30]1)[NH:6][C:7]([c:12]1[c:13](=[O:28])[n:14]([CH2:23][CH2:24][CH:25]([CH3:26])[CH3:27])[c:15]3[n:16][cH:17][cH:18][cH:19][c:20]3[c:21]1[OH:22])=[N:8][S:9]2(=[O:10])=[O:11].[cH:40]1[cH:41][cH:42][n:43][cH:44][cH:45]1.[s:31]1[c:32]([S:36](=[O:37])(=[O:38])[Cl:39])[cH:33][cH:34][cH:35]1>>[NH:1]([c:2]1[cH:3][c:4]2[c:5]([cH:29][cH:30]1)[NH:6][C:7]([c:12]1[c:13](=[O:28])[n:14]([CH2:23][CH2:24][CH:25]([CH3:26])[CH3:27])[c:15]3[n:16][cH:17][cH:18][cH:19][c:20]3[c:21]1[OH:22])=[N:8][S:9]2(=[O:10])=[O:11])[S:36]([c:32]1[s:31][cH:35][cH:34][cH:33]1)(=[O:37])=[O:38]. The product is CC(C)CCn1c(=O)c(C2=NS(=O)(=O)c3cc(NS(=O)(=O)c4cccs4)ccc3N2)c(O)c2cccnc21. Reactants: CC(C)CCn1c(=O)c(C2=NS(=O)(=O)c3cc(N)ccc3N2)c(O)c2cccnc21, c1ccncc1, O=S(=O)(Cl)c1cccs1. As a reaction SMILES: [Br:1][c:2]1[c:3]([C:4](=[O:5])[OH:6])[cH:7][cH:8][c:9]([Cl:11])[cH:10]1.[CH2:12]1[O:13][CH2:14][CH2:15][CH2:16]1>>[Br:1][c:2]1[c:3]([CH2:4][OH:5])[cH:7][cH:8][c:9]([Cl:11])[cH:10]1. The product is OCc1ccc(Cl)cc1Br. Starting materials: O=C(O)c1ccc(Cl)cc1Br, C1CCOC1.